This data is from the Open Reaction Database (ORD), a public repository of structured organic reaction records. The task is: describe an organic reaction: reactants, conditions, products, and yield Reactants: C(C)(=O)O[C@H]1[C@@H](O[C@@H]([C@H]([C@@H]1OC(C)=O)OC(C)=O)COC(C)=O)OC1=NNC(=C1CC1=C(C=C(C=C1)OCCCO)C)C(C)C (3-(2,3,4,6-tetra-O-acetyl-β-D-glucopyranosyloxy)-4-{[4-(3-hydroxypropoxy)-2-methylphenyl]-methyl}-5-isopropyl-1H-pyrazole), CC(C(=O)N)(C)NS(=O)(=O)C1=C(C=CC=C1)[N+](=O)[O-] (2-methyl-2-(2-nitrobenzenesulfonylamino)propionamide), C1(=CC=CC=C1)P(C1=CC=CC=C1)C1=CC=CC=C1 (triphenylphosphine), N(=NC(=O)OCC)C(=O)OCC (diethyl azodicarboxylate). The solvent is O1CCCC1 (tetrahydrofuran). Reaction conditions: time 8 hour. Product: C(C)(=O)O[C@H]1[C@@H](O[C@@H]([C@H]([C@@H]1OC(C)=O)OC(C)=O)COC(C)=O)OC1=NNC(=C1CC1=C(C=C(C=C1)OCCCN(C(C)(C)C(N)=O)S(=O)(=O)C1=C(C=CC=C1)[N+](=O)[O-])C)C(C)C (3-(2,3,4,6-tetra-O-acetyl-β-D-glucopyranosyloxy)-5-isopropyl-4-{[4-(3-{N-(2-nitrobenzenesulfonyl)-N-[1-carbamoyl-1-(methyl)ethyl]amino}propoxy)-2-methylphenyl]-methyl}-1H-pyrazole). Isolated yield 89.9%. RXN SMILES: [C:1]([O:4][C@@H:5]1[C@@H:10]([O:11][C:12](=[O:14])[CH3:13])[C@H:9]([O:15][C:16](=[O:18])[CH3:17])[C@@H:8]([CH2:19][O:20][C:21](=[O:23])[CH3:22])[O:7][C@H:6]1[O:24][C:25]1[C:29]([CH2:30][C:31]2[CH:36]=[CH:35][C:34]([O:37][CH2:38][CH2:39][CH2:40]O)=[CH:33][C:32]=2[CH3:42])=[C:28]([CH:43]([CH3:45])[CH3:44])[NH:27][N:26]=1)(=[O:3])[CH3:2].[CH3:46][C:47]([NH:52][S:53]([C:56]1[CH:61]=[CH:60][CH:59]=[CH:58][C:57]=1[N+:62]([O-:64])=[O:63])(=[O:55])=[O:54])([CH3:51])[C:48]([NH2:50])=[O:49].C1(P(C2C=CC=CC=2)C2C=CC=CC=2)C=CC=CC=1.N(C(OCC)=O)=NC(OCC)=O>O1CCCC1>[C:1]([O:4][C@@H:5]1[C@@H:10]([O:11][C:12](=[O:14])[CH3:13])[C@H:9]([O:15][C:16](=[O:18])[CH3:17])[C@@H:8]([CH2:19][O:20][C:21](=[O:23])[CH3:22])[O:7][C@H:6]1[O:24][C:25]1[C:29]([CH2:30][C:31]2[CH:36]=[CH:35][C:34]([O:37][CH2:38][CH2:39][CH2:40][N:52]([S:53]([C:56]3[CH:61]=[CH:60][CH:59]=[CH:58][C:57]=3[N+:62]([O-:64])=[O:63])(=[O:55])=[O:54])[C:47]([C:48](=[O:49])[NH2:50])([CH3:46])[CH3:51])=[CH:33][C:32]=2[CH3:42])=[C:28]([CH:43]([CH3:44])[CH3:45])[NH:27][N:26]=1)(=[O:3])[CH3:2]. Reported procedure: To a solution of 3-(2,3,4,6-tetra-O-acetyl-β-D-glucopyranosyloxy)-4-{[4-(3-hydroxypropoxy)-2-methylphenyl]-methyl}-5-isopropyl-1H-pyrazole (0.25 g) in tetrahydrofuran (2 mL) were added 2-methyl-2-(2-nitrobenzenesulfonylamino)propionamide (0.14 g), triphenylphosphine (0.12 g) and diethyl azodicarboxylate (40% toluene solution, 0.26 mL), and the mixture was stirred at room temperature overnight. The reaction mixture was purified by column chromatography on silica gel (eluent: n-hexane/ethyl acetat... Reactants: BrC1=CC=C(C=C1)C1=NC2=C(N1C1=CC=CC=C1)C=CC=C2 (2-(4-bromophenyl)-1-phenyl-1H-benzimidazole), aqueous solution, C([O-])([O-])=O.[K+].[K+] (potassium carbonate), C1(=CC=CC=C1)C1=CC2=C(SC3=C2C=C(C=C3)C3=CC=CC=C3)C(=C1)B(O)O (2,8-diphenyldibenzothiophen-4-boronic acid), C1(=C(C=CC=C1)P(C1=C(C=CC=C1)C)C1=C(C=CC=C1)C)C (tri(ortho-tolyl)phosphine). Reagents/catalysts: C(C)(=O)[O-].[Pd+2].C(C)(=O)[O-] (palladium(II) acetate). Solvent: C(C)O (ethanol), C1(=CC=CC=C1)C (toluene). Yields the product C1(=CC=CC=C1)C1=CC2=C(SC3=C2C=C(C=C3)C3=CC=CC=C3)C(=C1)C1=CC=C(C=C1)C1=NC3=C(N1C1=CC=CC=C1)C=CC=C3 (2-[4-(2,8-diphenyldibenzothiophen-4-yl)phenyl]-1-phenyl-1H-benzimidazole). As a reaction SMILES: Br[C:2]1[CH:7]=[CH:6][C:5]([C:8]2[N:12]([C:13]3[CH:18]=[CH:17][CH:16]=[CH:15][CH:14]=3)[C:11]3[CH:19]=[CH:20][CH:21]=[CH:22][C:10]=3[N:9]=2)=[CH:4][CH:3]=1.[C:23]1([C:29]2[CH:47]=[C:46](B(O)O)[C:32]3[S:33][C:34]4[CH:39]=[CH:38][C:37]([C:40]5[CH:45]=[CH:44][CH:43]=[CH:42][CH:41]=5)=[CH:36][C:35]=4[C:31]=3[CH:30]=2)[CH:28]=[CH:27][CH:26]=[CH:25][CH:24]=1.C1(C)C=CC=CC=1P(C1C=CC=CC=1C)C1C=CC=CC=1C.C(=O)([O-])[O-].[K+].[K+]>C([O-])(=O)C.[Pd+2].C([O-])(=O)C.C(O)C.C1(C)C=CC=CC=1>[C:23]1([C:29]2[CH:47]=[C:46]([C:2]3[CH:7]=[CH:6][C:5]([C:8]4[N:12]([C:13]5[CH:14]=[CH:15][CH:16]=[CH:17][CH:18]=5)[C:11]5[CH:19]=[CH:20][CH:21]=[CH:22][C:10]=5[N:9]=4)=[CH:4][CH:3]=3)[C:32]3[S:33][C:34]4[CH:39]=[CH:38][C:37]([C:40]5[CH:45]=[CH:44][CH:43]=[CH:42][CH:41]=5)=[CH:36][C:35]=4[C:31]=3[CH:30]=2)[CH:28]=[CH:27][CH:26]=[CH:25][CH:24]=1 |f:3.4.5,6.7.8|. Reported procedure: In a 50-mL three-neck flask were put 1.8 g (5.0 mmol) of 2-(4-bromophenyl)-1-phenyl-1H-benzimidazole, 2.2 g (5.8 mmol) of 2,8-diphenyldibenzothiophen-4-boronic acid, and 76 mg (0.2 mmol) of tri(ortho-tolyl)phosphine. The air in the flask was replaced with nitrogen. To this mixture were added 5.8 mL of a 2.0 mmol/L aqueous solution of potassium carbonate, 19 mL of toluene, and 6 mL of ethanol. Under reduced pressure, this mixture was stirred to be degassed. Then, 11 mg (50 μmol) of palladium(II) ... Reactants: ClC1=CC=C(C=C1)N1C(C(CC1)=C)=O (1-(4-chlorophenyl)-3-methylene-2-pyrrolidinone), COCCN1CCNCC1 (4-(2-methoxyethyl)piperazine). Run in C(C)#N (acetonitrile). The product is ClC1=CC=C(C=C1)N1C(C(CC1)CN1CCN(CC1)CCOC)=O (1-(4-chlorophenyl)-3-[4-(2-methoxyethyl)piperazine-1-yl]methyl-2-pyrrolidinone). The yield is 76.4%. Reaction SMILES: [Cl:1][C:2]1[CH:7]=[CH:6][C:5]([N:8]2[CH2:12][CH2:11][C:10](=[CH2:13])[C:9]2=[O:14])=[CH:4][CH:3]=1.[CH3:15][O:16][CH2:17][CH2:18][N:19]1[CH2:24][CH2:23][NH:22][CH2:21][CH2:20]1>C(#N)C>[Cl:1][C:2]1[CH:7]=[CH:6][C:5]([N:8]2[CH2:12][CH2:11][CH:10]([CH2:13][N:22]3[CH2:23][CH2:24][N:19]([CH2:18][CH2:17][O:16][CH3:15])[CH2:20][CH2:21]3)[C:9]2=[O:14])=[CH:4][CH:3]=1. Procedure details: 0.85 g of 1-(4-chlorophenyl)-3-methylene-2-pyrrolidinone and 0.71 g of 4-(2-methoxyethyl)piperazine were mixed with 3 ml of acetonitrile. The mixture was refluxed for 3.5 hours. The reaction mixture was concentrated to dryness. The residue was purified by silica gel column chromatography using a mixed solvent (chloroform/methanol=20/1) to obtain 1.1 g of 1-(4-chlorophenyl)-3-[4-(2-methoxyethyl)piperazine-1-yl]methyl-2-pyrrolidinone. The reactants are O=C([O-])[O-], CCCCO, Cc1cc2cccnc2c2ncccc12, Cc1ccccc1, [Cs+], [Cs+], [Cu]I, N#Cc1cccc(I)c1. Yields the product CCCCOc1cccc(C#N)c1. As a reaction SMILES: [C:16](=[O:17])([O-:18])[O-:19].[CH2:31]([CH2:32][CH2:33][CH3:34])[OH:35].[CH3:1][c:2]1[cH:3][c:4]2[c:5]([n:6][cH:7][cH:8][cH:9]2)[c:10]2[c:11]1[cH:12][cH:13][cH:14][n:15]2.[CH3:38][c:39]1[cH:40][cH:41][cH:42][cH:43][cH:44]1.[Cs+:20].[Cs+:21].[Cu:36][I:37].[I:22][c:23]1[cH:24][c:25]([C:26]#[N:27])[cH:28][cH:29][cH:30]1>>[c:23]1([O:35][CH2:31][CH2:32][CH2:33][CH3:34])[cH:24][c:25]([C:26]#[N:27])[cH:28][cH:29][cH:30]1.